Dataset: the Open Reaction Database (ORD), a public repository of structured organic reaction records. Task: describe an organic reaction: reactants, conditions, products, and yield Starting materials: OC1=C(C(=O)O)C=C(C=C1)N1C=CC=C1 (2-hydroxy-5-(1-pyrrolyl)benzoic acid), C(C)OC(=O)C1=C(N=C(S1)N)C1=CC=CC=C1 (2-amino-4-phenylthiazole-5-carboxylic acid ethyl ester), raw materials. Product: C(C)OC(=O)C1=C(N=C(S1)NC(C1=C(C=CC(=C1)N1C=CC=C1)O)=O)C1=CC=CC=C1 (2-[2-Hydroxy-5-(1-pyrrolyl)benzoyl]amino-4-phenylthiazole-5-carboxylic acid ethyl ester). Isolated yield 55.0%. Reaction SMILES: [OH:1][C:2]1[CH:10]=[CH:9][C:8]([N:11]2[CH:15]=[CH:14][CH:13]=[CH:12]2)=[CH:7][C:3]=1[C:4]([OH:6])=O.[CH2:16]([O:18][C:19]([C:21]1[S:25][C:24]([NH2:26])=[N:23][C:22]=1[C:27]1[CH:32]=[CH:31][CH:30]=[CH:29][CH:28]=1)=[O:20])[CH3:17]>>[CH2:16]([O:18][C:19]([C:21]1[S:25][C:24]([NH:26][C:4](=[O:6])[C:3]2[CH:7]=[C:8]([N:11]3[CH:15]=[CH:14][CH:13]=[CH:12]3)[CH:9]=[CH:10][C:2]=2[OH:1])=[N:23][C:22]=1[C:27]1[CH:32]=[CH:31][CH:30]=[CH:29][CH:28]=1)=[O:20])[CH3:17]. Reported procedure: Using 2-hydroxy-5-(1-pyrrolyl)benzoic acid and 2-amino-4-phenylthiazole-5-carboxylic acid ethyl ester as the raw materials, the same operation as the example 195(3) gave the title compound. Starting materials: C1CCOC1, C1CCC2=NCCCN2CC1, Nc1onc(-c2cccc(F)c2F)c1-c1ccncc1, O, O=C(Cl)Cc1ccccc1, c1c[nH]cn1. The product is O=C(Cc1ccccc1)Nc1onc(-c2cccc(F)c2F)c1-c1ccncc1. RXN SMILES: [CH2:47]1[O:48][CH2:49][CH2:50][CH2:51]1.[CH2:6]1[CH2:7][CH2:8][C:9]2=[N:14][CH2:13][CH2:12][CH2:11][N:10]2[CH2:15][CH2:16]1.[NH2:27][c:28]1[c:29](-[c:41]2[cH:42][cH:43][n:44][cH:45][cH:46]2)[c:30](-[c:33]2[c:34]([F:40])[c:35]([F:39])[cH:36][cH:37][cH:38]2)[n:31][o:32]1.[OH2:52].[c:17]1([CH2:23][C:24](=[O:25])[Cl:26])[cH:18][cH:19][cH:20][cH:21][cH:22]1.[nH:1]1[cH:2][cH:3][n:4][cH:5]1>>[c:17]1([CH2:23][C:24](=[O:25])[NH:27][c:28]2[c:29](-[c:41]3[cH:42][cH:43][n:44][cH:45][cH:46]3)[c:30](-[c:33]3[c:34]([F:40])[c:35]([F:39])[cH:36][cH:37][cH:38]3)[n:31][o:32]2)[cH:18][cH:19][cH:20][cH:21][cH:22]1.